Dataset: the Open Reaction Database (ORD), a public repository of structured organic reaction records. Task: describe an organic reaction: reactants, conditions, products, and yield Reactants: CN1CCNCC1 (1-methylpiperazine), COC1=CC=C(C=C1)[C@H]1C[C@H](N(C[C@@H]1OCC=1C=CC2=C(N(CCO2)CCCOC)C1)S(=O)(=O)C1=CC=C(C=C1)C)CC(C(=O)O)(C)C (3-[(2S,4R,5R)-4-(4-methoxy-phenyl)-5-[4-(3-methoxy-propyl)-3,4-dihydro-2H-benzo[1,4]oxazin-6-ylmethoxy]-1-(toluene-4-sulfonyl)-piperidin-2-yl]-2,2-dimethyl-propionic acid). Product: COC1=CC=C(C=C1)[C@H]1C[C@H](N(C[C@@H]1OCC=1C=CC2=C(N(CCO2)CCCOC)C1)S(=O)(=O)C1=CC=C(C=C1)C)CC(C(=O)N1CCN(CC1)C)(C)C (3-[(2S,4R,5R)-4-(4-methoxy-phenyl)-5-[4-(3-methoxy-propyl)-3,4-dihydro-2H-benzo[1,4]oxazin-6-ylmethoxy]-1-(toluene-4-sulfonyl)-piperidin-2-yl]-2,2-dimethyl-1-(4-methyl-piperazin-1-yl)-propan-1-one). Reaction SMILES: [CH3:1][N:2]1[CH2:7][CH2:6][NH:5][CH2:4][CH2:3]1.[CH3:8][O:9][C:10]1[CH:15]=[CH:14][C:13]([C@@H:16]2[C@@H:21]([O:22][CH2:23][C:24]3[CH:25]=[CH:26][C:27]4[O:32][CH2:31][CH2:30][N:29]([CH2:33][CH2:34][CH2:35][O:36][CH3:37])[C:28]=4[CH:38]=3)[CH2:20][N:19]([S:39]([C:42]3[CH:47]=[CH:46][C:45]([CH3:48])=[CH:44][CH:43]=3)(=[O:41])=[O:40])[C@H:18]([CH2:49][C:50]([CH3:55])([CH3:54])[C:51]([OH:53])=O)[CH2:17]2)=[CH:12][CH:11]=1>>[CH3:8][O:9][C:10]1[CH:11]=[CH:12][C:13]([C@@H:16]2[C@@H:21]([O:22][CH2:23][C:24]3[CH:25]=[CH:26][C:27]4[O:32][CH2:31][CH2:30][N:29]([CH2:33][CH2:34][CH2:35][O:36][CH3:37])[C:28]=4[CH:38]=3)[CH2:20][N:19]([S:39]([C:42]3[CH:47]=[CH:46][C:45]([CH3:48])=[CH:44][CH:43]=3)(=[O:40])=[O:41])[C@H:18]([CH2:49][C:50]([CH3:55])([CH3:54])[C:51]([N:5]3[CH2:6][CH2:7][N:2]([CH3:1])[CH2:3][CH2:4]3)=[O:53])[CH2:17]2)=[CH:14][CH:15]=1. Reported procedure: Similar to example 102, 1-methylpiperazine is reacted with 3-[(2S,4R,5R)-4-(4-methoxy-phenyl)-5-[4-(3-methoxy-propyl)-3,4-dihydro-2H-benzo[1,4]oxazin-6-ylmethoxy]-1-(toluene-4-sulfonyl)-piperidin-2-yl]-2,2-dimethyl-propionic acid (from example 65b) to afford 3-[(2S,4R,5R)-4-(4-methoxy-phenyl)-5-[4-(3-methoxy-propyl)-3,4-dihydro-2H-benzo[1,4]oxazin-6-ylmethoxy]-1-(toluene-4-sulfonyl)-piperidin-2-yl]-2,2-dimethyl-1-(4-methyl-piperazin-1-yl)-propan-1-one which is subsequently deprotected according ... The reactants are C(C)(C)(C)OC(NCCOCCOCCOCCOCCC(NC=1SC(=C(N1)C)C1=CC(=C(C=C1)Cl)S(=O)(=O)C)=O)=O ((2-{2-[2-(2-{2[5-(4-chloro-3-methanesulfonyl-phenyl)-4-methyl-thiazol-2-ylcarbamoyl]-ethoxy}-ethoxy)-ethoxy]-ethoxy}-ethyl)-carbamic acid tert-butyl ester), Cl (HCl). The solvent is ClCCl (dichloromethane). Conditions: time 3 hour. The product is Cl.NCCOCCOCCOCCOCCC(=O)NC=1SC(=C(N1)C)C1=CC(=C(C=C1)Cl)S(=O)(=O)C (3-(2-{2-[2-(2-amino-ethoxy)-ethoxy]-ethoxy}-ethoxy)-N-[5-(4-chloro-3-methanesulfonyl-phenyl)-4-methyl-thiazol-2yl]-propionamide hydrochloride), residual solvent. Reaction SMILES: C(OC(=O)[NH:7][CH2:8][CH2:9][O:10][CH2:11][CH2:12][O:13][CH2:14][CH2:15][O:16][CH2:17][CH2:18][O:19][CH2:20][CH2:21][C:22](=[O:41])[NH:23][C:24]1[S:25][C:26]([C:30]2[CH:35]=[CH:34][C:33]([Cl:36])=[C:32]([S:37]([CH3:40])(=[O:39])=[O:38])[CH:31]=2)=[C:27]([CH3:29])[N:28]=1)(C)(C)C.Cl>ClCCl>[ClH:36].[NH2:7][CH2:8][CH2:9][O:10][CH2:11][CH2:12][O:13][CH2:14][CH2:15][O:16][CH2:17][CH2:18][O:19][CH2:20][CH2:21][C:22]([NH:23][C:24]1[S:25][C:26]([C:30]2[CH:35]=[CH:34][C:33]([Cl:36])=[C:32]([S:37]([CH3:40])(=[O:38])=[O:39])[CH:31]=2)=[C:27]([CH3:29])[N:28]=1)=[O:41] |f:3.4|. Procedure details: (2-{2-[2-(2-{2[5-(4-chloro-3-methanesulfonyl-phenyl)-4-methyl-thiazol-2-ylcarbamoyl]-ethoxy}-ethoxy)-ethoxy]-ethoxy}-ethyl)-carbamic acid tert-butyl ester (1.0 g 1.5 mmol) was dissolved in dichloromethane (10 ml) and treated with HCl (4 ml 4M solution in dioxane). The reaction was stirred at room temperature for 3 hours. The solvent was evaporated and the residue dried under vacuum to yield 3-(2-{2-[2-(2-amino-ethoxy)-ethoxy]-ethoxy}-ethoxy)-N-[5-(4-chloro-3-methanesulfonyl-phenyl)-4-methyl-thia... Reactants: C(C)OC(=O)N1CCC2=NC=3C=CC=C(C3C(=C2CC1)C)O (10-hydroxy-1,2,4,5-tetrahydro-11-methyl-3-azepino[4,5-b]quinoline-carboxylic acid ethyl ester), Cl (hydrochloric acid). Product: Cl.Cl.OC=1C=2C(=C3C(=NC2C=CC1)CCNCC3)C (10-Hydroxy-1,2,4,5-tetrahydro-11-methyl-3H-azepino[4,5-b]quinoline dihydrochloride). The yield is 72.0%. As a reaction SMILES: C(OC([N:6]1[CH2:20][CH2:19][C:18]2[C:9](=[N:10][C:11]3[CH:12]=[CH:13][CH:14]=[C:15]([OH:22])[C:16]=3[C:17]=2[CH3:21])[CH2:8][CH2:7]1)=O)C.[ClH:23]>>[ClH:23].[ClH:23].[OH:22][C:15]1[C:16]2[C:17]([CH3:21])=[C:18]3[CH2:19][CH2:20][NH:6][CH2:7][CH2:8][C:9]3=[N:10][C:11]=2[CH:12]=[CH:13][CH:14]=1 |f:2.3.4|. Procedure: 10-Hydroxy-1,2,4,5-tetrahydro-11-methyl-3H-azepino[4,5-b]quinoline dihydrochloride was prepared by hydrolysis of 10-hydroxy-1,2,4,5-tetrahydro-11-methyl-3-azepino[4,5-b]quinoline-carboxylic acid ethyl ester in concentrated hydrochloric acid. Yield: 72% of theory; m.p. >300° C. Starting materials: ClC1=CC(=C(C(=C1)OC(F)(F)F)C)Cl (1,3-Dichloro-5-(trifluoromethoxy)-4-methylbenzene), COCCl (chloromethyl methyl ether), OS(=O)(=O)O (H2SO4). Solvent: ice water. Conditions: temperature 20 celsius. Product: ClC1=C(C(=C(C(=C1)OC(F)(F)F)C)Cl)CCl (1,3-dichloro-2-chloromethyl-4-methyl-5-(trifluoromethoxy)benzene). Isolated yield 92.9%. Reaction SMILES: [Cl:1][C:2]1[CH:7]=[C:6]([O:8][C:9]([F:12])([F:11])[F:10])[C:5]([CH3:13])=[C:4]([Cl:14])[CH:3]=1.CO[CH2:17][Cl:18].OS(O)(=O)=O>>[Cl:1][C:2]1[CH:7]=[C:6]([O:8][C:9]([F:11])([F:10])[F:12])[C:5]([CH3:13])=[C:4]([Cl:14])[C:3]=1[CH2:17][Cl:18]. Procedure: 1,3-Dichloro-5-(trifluoromethoxy)-4-methylbenzene (8.0 g, 33 mmol) and 5.0 g (78 mmol) of chloromethyl methyl ether were added to 50 ml of H2SO4 (98%) with stirring at 20° C. The temperature rose slowly to 30° C. The mixture was stirred for 15 hours, then poured into 200 ml of ice water and extracted with 2×100 ml portions of hexane. The hexane extracts were combined, washed with 100 ml of water, dried (MgSO4), filtered, and concentrated. The residue was dissolved in 50 ml of hexane, filtered an... Reactants: C(C)(C)(C)OC(=O)N1CC2=C(NC(N(C2=O)CC#C)=O)CC1 (6-(tert-Butoxycarbonyl)-3 propargyl-5,6,7,8-tetrahydropyrido[4,3-d]pyrimidine-2,4-dione), resultant mixture, Cl (hydrochloric acid). Run in C(C)(=O)OCC (ethyl acetate), C(C)O (ethanol). Yields the product Cl.C(C#C)N1C(NC2=C(C1=O)CNCC2)=O (3-propargyl-5,6,7,8-tetrahydropyrido[4,3-d]pyrimidine-2,4-dione hydrochloride). RXN SMILES: C(OC([N:8]1[CH2:22][CH2:21][C:11]2[NH:12][C:13](=[O:20])[N:14]([CH2:17][C:18]#[CH:19])[C:15](=[O:16])[C:10]=2[CH2:9]1)=O)(C)(C)C.[ClH:23]>C(OCC)(=O)C.C(O)C>[ClH:23].[CH2:17]([N:14]1[C:15](=[O:16])[C:10]2[CH2:9][NH:8][CH2:22][CH2:21][C:11]=2[NH:12][C:13]1=[O:20])[C:18]#[CH:19] |f:4.5|. Procedure details: 6-(tert-Butoxycarbonyl)-3 propargyl-5,6,7,8-tetrahydropyrido[4,3-d]pyrimidine-2,4-dione (1.0 g) was suspended in 4 N hydrochloric acid in ethyl acetate (10 ml) and the resultant mixture was stirred at room temperature for 3 hours. A precipitate was obtained by filtration and dissolved in ethanol and the solvent was distilled away under reduced pressure. This was repeated three times to obtain the titled compound (790 mg) as a colorless amorphous substance. The resultant compound was subjected to... Starting materials: [Se]=O (selenium oxide), CC1=NC=C(C(=C1)C)[N+](=O)[O-] (2,4-dimethyl-5-nitropyridine), [BH4-].[Na+] (sodium borohydride). The solvent is O1CCOCC1 (dioxane). Conditions: time 1 hour. Product: CC1=CC(=NC=C1[N+](=O)[O-])CO ((4-methyl-5-nitropyridin-2-yl)methanol). RXN SMILES: [CH3:1][C:2]1[CH:7]=[C:6]([CH3:8])[C:5]([N+:9]([O-:11])=[O:10])=[CH:4][N:3]=1.[Se]=[O:13].[BH4-].[Na+]>O1CCOCC1>[CH3:8][C:6]1[C:5]([N+:9]([O-:11])=[O:10])=[CH:4][N:3]=[C:2]([CH2:1][OH:13])[CH:7]=1 |f:2.3|. Procedure: To a solution of the mixture of 2,4-dimethyl-5-nitropyridine (3.0 g, 20 mmol) in 30 ml of dioxane, was selenium oxide (2.8 g, 25 mmol) added at an ambient temperature. The reaction was refluxed for 10 hrs. The reaction was cooled to room temperature and concentrated under vacuum. The residue was poured into water and extracted with ethyl acetate. The organic layer was dried over MgSO4 and concentrated under vacuum. The crude mixture of the aldehyde was diluted in methanol (30 mL) and sodium boro...